This data is from the Open Reaction Database (ORD), a public repository of structured organic reaction records. The task is: describe an organic reaction: reactants, conditions, products, and yield Starting materials: CC1(C)OB(c2ccc(N)cc2)OC1(C)C, CCOC(C)=O, COCCOC, CCO, CC1COCCN1c1cc(C(C)(C)S(=O)(=O)C2CCCCC2)nc(Cl)n1, [Na+], [Na+], O=C([O-])[O-], CN(C)C=O, O. Product: CC1COCCN1c1cc(C(C)(C)S(=O)(=O)C2CCCCC2)nc(-c2ccc(N)cc2)n1. Reaction SMILES: [CH3:33][C:34]1([CH3:35])[C:36]([CH3:37])([CH3:38])[O:39][B:40]([c:41]2[cH:42][cH:43][c:44]([NH2:45])[cH:46][cH:47]2)[O:48]1.[CH3:55][CH2:56][O:57][C:58](=[O:59])[CH3:60].[CH3:61][O:62][CH2:63][CH2:64][O:65][CH3:66].[CH3:67][CH2:68][OH:69].[Cl:1][c:2]1[n:3][c:4]([N:20]2[CH:21]([CH3:26])[CH2:22][O:23][CH2:24][CH2:25]2)[cH:5][c:6]([C:8]([CH3:9])([CH3:10])[S:11](=[O:12])(=[O:13])[CH:14]2[CH2:15][CH2:16][CH2:17][CH2:18][CH2:19]2)[n:7]1.[Na+:27].[Na+:28].[O-:29][C:30](=[O:31])[O-:32].[O:49]=[CH:50][N:51]([CH3:52])[CH3:53].[OH2:54]>>[c:2]1(-[c:41]2[cH:42][cH:43][c:44]([NH2:45])[cH:46][cH:47]2)[n:3][c:4]([N:20]2[CH:21]([CH3:26])[CH2:22][O:23][CH2:24][CH2:25]2)[cH:5][c:6]([C:8]([CH3:9])([CH3:10])[S:11](=[O:12])(=[O:13])[CH:14]2[CH2:15][CH2:16][CH2:17][CH2:18][CH2:19]2)[n:7]1.